Dataset: the Open Reaction Database (ORD), a public repository of structured organic reaction records. Task: describe an organic reaction: reactants, conditions, products, and yield Starting materials: O (water), BrCCBr (1,2-Dibromoethane), BrC=1C(=C(C=C(C=O)C1)OC)O (5-bromovanillin), C([O-])([O-])=O.[K+].[K+] (potassium carbonate). Run in CN(C)C=O (DMF). Run at time 16 hour. Product: BrCCOC1=C(C=C(C=O)C=C1OC)Br (4-(2-bromoethoxy)-3-bromo-5-methoxybenzaldehyde). The yield is 94.3%. As a reaction SMILES: [Br:1][CH2:2][CH2:3]Br.[Br:5][C:6]1[C:7]([OH:16])=[C:8]([O:14][CH3:15])[CH:9]=[C:10]([CH:13]=1)[CH:11]=[O:12].C(=O)([O-])[O-].[K+].[K+].O>CN(C=O)C>[Br:1][CH2:2][CH2:3][O:16][C:7]1[C:8]([O:14][CH3:15])=[CH:9][C:10]([CH:11]=[O:12])=[CH:13][C:6]=1[Br:5] |f:2.3.4|. Reported procedure: 1,2-Dibromoethane (37 mL, 0.43 moles) was added to a mixture of 5-bromovanillin (10 g, 43 mmoles) and potassium carbonate (30 g, 216 mmoles) in DMF (150 ml) and the resulting mixture was stirred vigorously at room temperature for 16 hours followed by vigorously stirring at 60° C. for 16 hours. The cooled mixture was poured into water (1 L) and extracted with ethyl acetate (3×250 mL). The combined organic phases were washed with saturated sodium chloride (300 mL), dried over MgSO4 and evaporated ... The reactants are oil, O=S1(CCN(CC1)C(CC(=O)OCC)=O)=O (ethyl 3-(1,1-dioxidothiomorpholin-4-yl)-3-oxopropanoate), [NH4+].[Cl-] (NH4Cl), ClC=1C2=C(N=C(N1)C)SC(=C2)C2CCC(CC2)(C)C (4-chloro-6-(4,4-dimethylcyclohexyl)-2-methylthieno[2,3-d]pyrimidine). Solvent: COCCOC (DME), COCCOC (DME). Reaction conditions: time 10 minute. Yields the product CC1(CCC(CC1)C1=CC2=C(N=C(N=C2C(C(=O)OCC)C(=O)N2CCS(CC2)(=O)=O)C)S1)C (ethyl 2-[6-(4,4-dimethylcyclohexyl)-2-methylthieno[2,3-d]pyrimidin-4-yl]-3-(1,1-dioxidothiomorpholin-4-yl)-3-oxopropanoate). Yield: 43.3%. As a reaction SMILES: [O:1]=[S:2]1(=[O:16])[CH2:7][CH2:6][N:5]([C:8](=[O:15])[CH2:9][C:10]([O:12][CH2:13][CH3:14])=[O:11])[CH2:4][CH2:3]1.Cl[C:18]1[C:19]2[CH:27]=[C:26]([CH:28]3[CH2:33][CH2:32][C:31]([CH3:35])([CH3:34])[CH2:30][CH2:29]3)[S:25][C:20]=2[N:21]=[C:22]([CH3:24])[N:23]=1.[NH4+].[Cl-]>COCCOC>[CH3:34][C:31]1([CH3:35])[CH2:32][CH2:33][CH:28]([C:26]2[S:25][C:20]3[N:21]=[C:22]([CH3:24])[N:23]=[C:18]([CH:9]([C:8]([N:5]4[CH2:6][CH2:7][S:2](=[O:1])(=[O:16])[CH2:3][CH2:4]4)=[O:15])[C:10]([O:12][CH2:13][CH3:14])=[O:11])[C:19]=3[CH:27]=2)[CH2:29][CH2:30]1 |f:2.3|. Procedure details: Under an argon atmosphere, to DME (12.5 mL) that had been ice-cooled was added Nall (60% oil, 203 mg), followed by stirring for 10 minutes. To this mixture was added dropwise a solution of ethyl 3-(1,1-dioxidothiomorpholin-4-yl)-3-oxopropanoate (1.40 g) in DME (10 mL), followed by stirring at the same temperature for 30 minutes. Then, 4-chloro-6-(4,4-dimethylcyclohexyl)-2-methylthieno[2,3-d]pyrimidine (750 mg) was added thereto, followed by stirring at 60° C. overnight. The reaction mixture was ... Reactants: COCOc1nn(-c2ccccc2)cc1C=Cc1nc(N2CCCCC2)sc1C, CO, Cl. Yields the product Cl, Cc1sc(N2CCCCC2)nc1C=Cc1cn(-c2ccccc2)nc1O. RXN SMILES: [CH3:1][O:2][CH2:3][O:4][c:5]1[n:6][n:7](-[c:24]2[cH:25][cH:26][cH:27][cH:28][cH:29]2)[cH:8][c:9]1[CH:10]=[CH:11][c:12]1[n:13][c:14]([N:18]2[CH2:19][CH2:20][CH2:21][CH2:22][CH2:23]2)[s:15][c:16]1[CH3:17].[CH3:31][OH:32].[ClH:30]>>[ClH:30].[OH:4][c:5]1[n:6][n:7](-[c:24]2[cH:25][cH:26][cH:27][cH:28][cH:29]2)[cH:8][c:9]1[CH:10]=[CH:11][c:12]1[n:13][c:14]([N:18]2[CH2:19][CH2:20][CH2:21][CH2:22][CH2:23]2)[s:15][c:16]1[CH3:17]. Starting materials: NC(=O)c1cccc(Br)c1F, C1CCOC1. Product: NCc1cccc(Br)c1F. As a reaction SMILES: [Br:1][c:2]1[c:3]([F:11])[c:4]([C:5](=[O:6])[NH2:7])[cH:8][cH:9][cH:10]1.[CH2:12]1[O:13][CH2:14][CH2:15][CH2:16]1>>[Br:1][c:2]1[c:3]([F:11])[c:4]([CH2:5][NH2:7])[cH:8][cH:9][cH:10]1.